This data is from the Open Reaction Database (ORD), a public repository of structured organic reaction records. The task is: describe an organic reaction: reactants, conditions, products, and yield Starting materials: CC(=O)O[BH-](OC(C)=O)OC(C)=O, C1CCOC1, CN(CC1CCNC1)c1nc2ccc(NC(=O)c3ccc(-c4ccc(F)cc4)cc3)cc2s1, CC=O, ClCCl, [Na+]. Yields the product CCN1CCC(CN(C)c2nc3ccc(NC(=O)c4ccc(-c5ccc(F)cc5)cc4)cc3s2)C1. As a reaction SMILES: [C:37]([O:38][BH-:39]([O:40][C:41](=[O:42])[CH3:43])[O:44][C:45](=[O:46])[CH3:47])(=[O:48])[CH3:49].[CH2:51]1[O:52][CH2:53][CH2:54][CH2:55]1.[CH3:1][N:2]([c:3]1[s:4][c:5]2[c:6]([n:7]1)[cH:8][cH:9][c:10]([NH:12][C:13](=[O:14])[c:15]1[cH:16][cH:17][c:18](-[c:21]3[cH:22][cH:23][c:24]([F:27])[cH:25][cH:26]3)[cH:19][cH:20]1)[cH:11]2)[CH2:28][CH:29]1[CH2:30][NH:31][CH2:32][CH2:33]1.[CH:34]([CH3:35])=[O:36].[Cl:56][CH2:57][Cl:58].[Na+:50]>>[CH3:1][N:2]([c:3]1[s:4][c:5]2[c:6]([n:7]1)[cH:8][cH:9][c:10]([NH:12][C:13](=[O:14])[c:15]1[cH:16][cH:17][c:18](-[c:21]3[cH:22][cH:23][c:24]([F:27])[cH:25][cH:26]3)[cH:19][cH:20]1)[cH:11]2)[CH2:28][CH:29]1[CH2:30][N:31]([CH2:34][CH3:35])[CH2:32][CH2:33]1.